Task: describe an organic reaction: reactants, conditions, products, and yield. Dataset: the Open Reaction Database (ORD), a public repository of structured organic reaction records Starting materials: C(C)(C)N1CCC(CC1)OC1=CC=2C=C3N(C2C=C1)[C@@H](CNC3=O)C ((R)-8-(1-Isopropyl-piperidin-4-yloxy)-4-methyl-3,4-dihydro-2H-pyrazino[1,2-a]indol-1-one), ClN1C(CCC1=O)=O (N-chlorosuccinimide), [OH-].[Na+] (sodium hydroxide). The solvent is CN(C=O)C (N,N-dimethylformamide). Conditions: time 18 hour. The product is ClC1=C2N(C=3C=CC(=CC13)OC1CCN(CC1)C(C)C)[C@@H](CNC2=O)C ((R)-10-Chloro-8-(1-isopropyl-piperidin-4-yloxy)-4-methyl-3,4-dihydro-2H-pyrazino[1,2-a]indol-1-one). The yield is 0.0%. RXN SMILES: [CH:1]([N:4]1[CH2:9][CH2:8][CH:7]([O:10][C:11]2[CH:19]=[CH:18][C:17]3[N:16]4[C@H:20]([CH3:25])[CH2:21][NH:22][C:23](=[O:24])[C:15]4=[CH:14][C:13]=3[CH:12]=2)[CH2:6][CH2:5]1)([CH3:3])[CH3:2].[Cl:26]N1C(=O)CCC1=O.[OH-].[Na+]>CN(C)C=O>[Cl:26][C:14]1[C:13]2[CH:12]=[C:11]([O:10][CH:7]3[CH2:8][CH2:9][N:4]([CH:1]([CH3:3])[CH3:2])[CH2:5][CH2:6]3)[CH:19]=[CH:18][C:17]=2[N:16]2[C@H:20]([CH3:25])[CH2:21][NH:22][C:23](=[O:24])[C:15]=12 |f:2.3|. Procedure: To the solution of 0.20 g (0.58 mmol) (R)-8-(1-isopropyl-piperidin-4-yloxy)-4-methyl-3,4-dihydro-2H-pyrazino[1,2-a]indol-1-one (example 8) in 3 mL N,N-dimethylformamide, 86 μg (0.64 mmol) N-chlorosuccinimide were added and the solution was stirred for 18 hours. The reaction mixture was poured on 1M aqueous sodium hydroxide solution and was extracted three times with ethyl acetate. The combined organic layers were washed with brine, dried over magnesium sulfate, filtered and evaporated. The crude... Starting materials: CC#N, NC(=O)Cn1c(-c2ccc(Cl)cc2)nc2cccnc21, S=P12SP3(=S)SP(=S)(S1)SP(=S)(S2)S3. The product is NC(=S)Cn1c(-c2ccc(Cl)cc2)nc2cccnc21, O. Reaction SMILES: [CH3:35][C:36]#[N:37].[Cl:1][c:2]1[cH:3][cH:4][c:5](-[c:8]2[n:9][c:10]3[c:11]([n:12][cH:13][cH:14][cH:15]3)[n:16]2[CH2:17][C:18](=[O:19])[NH2:20])[cH:6][cH:7]1.[P:21]12(=[S:22])[S:23][P:24]3(=[S:34])[S:25][P:26](=[S:32])([S:27][P:28](=[S:31])([S:29]3)[S:30]1)[S:33]2>>[Cl:1][c:2]1[cH:3][cH:4][c:5](-[c:8]2[n:9][c:10]3[c:11]([n:12][cH:13][cH:14][cH:15]3)[n:16]2[CH2:17][C:18]([NH2:20])=[S:22])[cH:6][cH:7]1.[OH2:19]. The product is CC(C)(O)c1ccc(Nc2nn(-c3ccccc3)cc2C#N)cc1. RXN SMILES: [I:15][c:16]1[cH:17][cH:18][c:19]([C:22]([CH3:23])([CH3:24])[OH:25])[cH:20][cH:21]1.[NH2:1][c:2]1[n:3][n:4](-[c:9]2[cH:10][cH:11][cH:12][cH:13][cH:14]2)[cH:5][c:6]1[C:7]#[N:8]>>[NH:1]([c:2]1[n:3][n:4](-[c:9]2[cH:10][cH:11][cH:12][cH:13][cH:14]2)[cH:5][c:6]1[C:7]#[N:8])[c:16]1[cH:17][cH:18][c:19]([C:22]([CH3:23])([CH3:24])[OH:25])[cH:20][cH:21]1. The reactants are CC(C)(O)c1ccc(I)cc1, N#Cc1cn(-c2ccccc2)nc1N. The reactants are BrCC(=O)C1CN(C1)C(=O)OC(C)(C)C (tert-butyl 3-(2-bromoacetyl)azetidine-1-carboxylate), ClC1=CC(=C(N=N1)N)N1CCOCC1 (6-Chloro-4-morpholinopyridazin-3-amine), Na2HPO4. Run in CN(C)C=O (DMF), CN(C)C=O (DMF). Run at time 8 hour. Product: ClC=1C=C(C=2N(N1)C=C(N2)C2CN(C2)C(=O)OC(C)(C)C)N2CCOCC2 (tert-Butyl 3-(6-chloro-8-morpholinoimidazo[1,2-b]pyridazin-2-yl)azetidine-1-carboxylate). RXN SMILES: Br[CH2:2][C:3]([CH:5]1[CH2:8][N:7]([C:9]([O:11][C:12]([CH3:15])([CH3:14])[CH3:13])=[O:10])[CH2:6]1)=O.[Cl:16][C:17]1[N:22]=[N:21][C:20]([NH2:23])=[C:19]([N:24]2[CH2:29][CH2:28][O:27][CH2:26][CH2:25]2)[CH:18]=1>CN(C=O)C>[Cl:16][C:17]1[CH:18]=[C:19]([N:24]2[CH2:29][CH2:28][O:27][CH2:26][CH2:25]2)[C:20]2[N:21]([CH:2]=[C:3]([CH:5]3[CH2:8][N:7]([C:9]([O:11][C:12]([CH3:15])([CH3:14])[CH3:13])=[O:10])[CH2:6]3)[N:23]=2)[N:22]=1. Procedure details: A solution of tert-butyl 3-(2-bromoacetyl)azetidine-1-carboxylate (207 mg, 0.744 mmol) in DMF (1 mL) was added to a solution of compound 19a (99.8 mg, 0.465 mmol) and Na2HPO4 (165 mg, 2.50 mmol) in DMF (20 mL). The resulting mixture was stirred at rt overnight. The reaction mixture was concentrated in vacuo and the residue obtained was purified by normal phase column chromatography on silica gel (0-100% EtOAc/heptane) to obtain compound 19b. Mass Spectrum (LCMS, ESI pos.): Calcd. for C19H25ClN4O...